Dataset: the Open Reaction Database (ORD), a public repository of structured organic reaction records. Task: describe an organic reaction: reactants, conditions, products, and yield Reactants: N1N=CC(=C1)C1=CC2=C(C=N1)C=NN2C2=CC=CC(=N2)N2CCN(CCC2)C(=O)OC(C)(C)C (tert-butyl 4-(6-(6-(1H-pyrazol-4-yl)-1H-pyrazolo[4,3-c]pyridin-1-yl)pyridin-2-yl)-1,4-diazepane-1-carboxylate), CC1=CC=C(C=C1)S(=O)(=O)OCC1COC1 (oxetan-3-ylmethyl 4-methylbenzenesulfonate). The product is N1(CCNCCC1)C1=CC=CC(=N1)N1N=CC=2C=NC(=CC21)C=2C=NN(C2)CC2COC2 (1-(6-(1,4-Diazepan-1-yl)pyridin-2-yl)-6-(1-(oxetan-3-ylmethyl)-1H-pyrazol-4-yl)-1H-pyrazolo[4,3-c]pyridine). The yield is 51.0%. RXN SMILES: [NH:1]1[CH:5]=[C:4]([C:6]2[N:11]=[CH:10][C:9]3[CH:12]=[N:13][N:14]([C:15]4[N:20]=[C:19]([N:21]5[CH2:27][CH2:26][CH2:25][N:24](C(OC(C)(C)C)=O)[CH2:23][CH2:22]5)[CH:18]=[CH:17][CH:16]=4)[C:8]=3[CH:7]=2)[CH:3]=[N:2]1.CC1C=CC(S(O[CH2:46][CH:47]2[CH2:50][O:49][CH2:48]2)(=O)=O)=CC=1>>[N:21]1([C:19]2[N:20]=[C:15]([N:14]3[C:8]4[CH:7]=[C:6]([C:4]5[CH:3]=[N:2][N:1]([CH2:46][CH:47]6[CH2:50][O:49][CH2:48]6)[CH:5]=5)[N:11]=[CH:10][C:9]=4[CH:12]=[N:13]3)[CH:16]=[CH:17][CH:18]=2)[CH2:27][CH2:26][CH2:25][NH:24][CH2:23][CH2:22]1. Reported procedure: Following the procedures as described in Example 61 and starting with tert-butyl 4-(6-(6-(1H-pyrazol-4-yl)-1H-pyrazolo[4,3-c]pyridin-1-yl)pyridin-2-yl)-1,4-diazepane-1-carboxylate and oxetan-3-ylmethyl 4-methylbenzenesulfonate, 158 was obtained as a yellow solid (38 mg, 51%) over two steps. 1H-NMR (500 MHz, CD3OD) δ (ppm): 9.16-9.19 (m, 1H), 8.86-8.77 (m, 3H), 8.43-8.47 (m, 1H), 7.66-7.73 (m, 1H), 7.18-7.26 (m, 1H), 6.63-6.66 (m, 1H), 4.81-4.83 (m, 2H), 4.60-4.64 (m, 2H), 3.75-3.97 (m, 7H), 3.61... Reactants: [N+](=O)([O-])C1=CC=C(C=C1)C1=NSC(=C1C(=O)N)NC(=O)N1C(CCC1)=O (3-(4-Nitro-phenyl)-5-[(2-oxo-pyrrolidine-1-carbonyl)-amino]-isothiazole-4-carboxylic acid amide), [OH-].[Na+] (sodium hydroxide), Cl (HCl). Reaction conditions: time 8 hour. The product is NC(=O)C=1C(=NSC1NC(=O)NCCCC(=O)O)C1=CC=C(C=C1)[N+](=O)[O-] (4-[({[4-(Aminocarbonyl)-3-(4-nitrophenyl)isothiazol-5-yl]amino}carbonyl)amino]butanoic acid), solid. Isolated yield 88.0%. RXN SMILES: [N+:1]([C:4]1[CH:9]=[CH:8][C:7]([C:10]2[C:14]([C:15]([NH2:17])=[O:16])=[C:13]([NH:18][C:19]([N:21]3[CH2:25][CH2:24][CH2:23][C:22]3=[O:26])=[O:20])[S:12][N:11]=2)=[CH:6][CH:5]=1)([O-:3])=[O:2].Cl.[OH-:28].[Na+]>>[NH2:17][C:15]([C:14]1[C:10]([C:7]2[CH:8]=[CH:9][C:4]([N+:1]([O-:3])=[O:2])=[CH:5][CH:6]=2)=[N:11][S:12][C:13]=1[NH:18][C:19]([NH:21][CH2:25][CH2:24][CH2:23][C:22]([OH:28])=[O:26])=[O:20])=[O:16] |f:2.3|. Procedure details: 3-(4-Nitro-phenyl)-5-[(2-oxo-pyrrolidine-1-carbonyl)-amino]-isothiazole-4-carboxylic acid amide (12.5 g) added to 1 N sodium hydroxide (250 mL) at ambient temperature. The resulting mixture was stirred at ambient temperature for overnight (reaction mixture clear solution). Reaction mixture acidified with 2 N HCl. The solid which formed was collected by filtration and washed with water then dried in vacuo to give the title compound as off white solid (11.5 g, 88%). The reactants are C(C)(C)(C)OC(CN=C(C1=CC=CC=C1)C1=CC=CC=C1)=O ((benzhydrylidene-amino)-acetic acid tert-butyl ester), C=CCOC(C1CC2CC[N+]1(CC2C=C)CC3=C4C=CC=CC4=CC5=CC=CC=C53)C6=CC=NC7=CC=CC=C67.[Br-] (O-allyl-N-(9-anthracenylmethyl)-cinchonidinium bromide), C(Cl)Cl (DCM), CsOH.H2O, BrC=1C=C(CBr)C=CC1F (3-bromo-4-fluorobenzyl bromide). Run in CCOCC (Et2O), O (water). Run at temperature -55 celsius, time 30 minute. The product is C(C)(C)(C)OC([C@H](CC1=CC(=C(C=C1)F)Br)N=C(C1=CC=CC=C1)C1=CC=CC=C1)=O ((S)-2-(Benzhydrylidene-amino)-3-(3-bromo-4-fluoro-phenyl)-propionic acid tert-butyl ester). Isolated yield 73.5%. As a reaction SMILES: [C:1]([O:5][C:6](=[O:22])[CH2:7][N:8]=[C:9]([C:16]1[CH:21]=[CH:20][CH:19]=[CH:18][CH:17]=1)[C:10]1[CH:15]=[CH:14][CH:13]=[CH:12][CH:11]=1)([CH3:4])([CH3:3])[CH3:2].C=CCOC(C1C2C(=CC=CC=2)N=CC=1)C1[N+]2(CC3C4C(=CC=CC=4)C=C4C=3C=CC=C4)CC(C=C)C(CC2)C1.[Br-].C(Cl)Cl.[Br:67][C:68]1[CH:69]=[C:70]([CH:73]=[CH:74][C:75]=1[F:76])[CH2:71]Br>CCOCC.O>[C:1]([O:5][C:6](=[O:22])[C@@H:7]([N:8]=[C:9]([C:10]1[CH:11]=[CH:12][CH:13]=[CH:14][CH:15]=1)[C:16]1[CH:17]=[CH:18][CH:19]=[CH:20][CH:21]=1)[CH2:71][C:70]1[CH:73]=[CH:74][C:75]([F:76])=[C:68]([Br:67])[CH:69]=1)([CH3:4])([CH3:2])[CH3:3] |f:1.2|. Procedure: To a flame-dried flask was added (benzhydrylidene-amino)-acetic acid tert-butyl ester (250 mg, 0.846 mmol), O-allyl-N-(9-anthracenylmethyl)-cinchonidinium bromide (51 mg, 0.085 mmol), and DCM (5 mL). The flask was cooled to −55° C. and CsOH.H2O (1.4 g, 8.46 mmol) was added. The mixture was stirred for 30 min, treated with 3-bromo-4-fluorobenzyl bromide (1.1 g, 4.23 mmol), and stirred at −55° C. overnight. The mixture was diluted with Et2O (5 mL) and water (10 mL), warmed to rt, and washed with w... The reactants are O=C([O-])[O-], Cc1oc(-c2ccccc2)nc1COc1cncc(CO)c1, CN(C)C=O, Cc1ccccc1, [K+], [K+], C1CCOC1, O, COC(=O)Cc1ccc(O)cc1, O=S(Cl)Cl. Yields the product COC(=O)Cc1ccc(OCc2cncc(OCc3nc(-c4ccccc4)oc3C)c2)cc1. RXN SMILES: [C:39](=[O:40])([O-:41])[O-:42].[CH3:1][c:2]1[c:3]([CH2:13][O:14][c:15]2[cH:16][c:17]([CH2:21][OH:22])[cH:18][n:19][cH:20]2)[n:4][c:5](-[c:7]2[cH:8][cH:9][cH:10][cH:11][cH:12]2)[o:6]1.[CH3:46][N:47]([CH3:48])[CH:49]=[O:50].[CH3:51][c:52]1[cH:53][cH:54][cH:55][cH:56][cH:57]1.[K+:43].[K+:44].[O:58]1[CH2:59][CH2:60][CH2:61][CH2:62]1.[OH2:45].[OH:27][c:28]1[cH:29][cH:30][c:31]([CH2:34][C:35](=[O:36])[O:37][CH3:38])[cH:32][cH:33]1.[S:23]([Cl:24])([Cl:25])=[O:26]>>[CH3:1][c:2]1[c:3]([CH2:13][O:14][c:15]2[cH:16][c:17]([CH2:21][O:22][c:28]3[cH:29][cH:30][c:31]([CH2:34][C:35](=[O:36])[O:37][CH3:38])[cH:32][cH:33]3)[cH:18][n:19][cH:20]2)[n:4][c:5](-[c:7]2[cH:8][cH:9][cH:10][cH:11][cH:12]2)[o:6]1. The reactants are BrC=1C2=CC=C(N2)C(=C2C=CC(C(=C3C=CC(=C(C=4C=CC1N4)C4=CC(=CC(=C4)C(C)(C)C)C(C)(C)C)N3)Br)=N2)C2=CC(=CC(=C2)C(C)(C)C)C(C)(C)C (5,15-dibromo-10,20-di(3′,5′-di-tert-butylphenyl)porphyrin), C(=O)([O-])[O-].[Cs+].[Cs+] (Cs2CO3), C(C1=CC=CC=C1)[C@H]1NC(OC1)=O ((R)-(+)-4-benzyl-2-oxazolidinone), CC1(C2=C(C(=CC=C2)P(C3=CC=CC=C3)C4=CC=CC=C4)OC5=C(C=CC=C51)P(C6=CC=CC=C6)C7=CC=CC=C7)C (Xantphos). Reagents/catalysts: C=1C=CC(=CC1)/C=C/C(=O)/C=C/C2=CC=CC=C2.C=1C=CC(=CC1)/C=C/C(=O)/C=C/C2=CC=CC=C2.C=1C=CC(=CC1)/C=C/C(=O)/C=C/C2=CC=CC=C2.[Pd].[Pd] (Pd2(dba)3). Run in hexanes, C(C)(=O)OCC (ethyl acetate), C1CCOC1 (THF). Product: C12=CC=C(N1)C=C1C=CC(=N1)C=C1C=CC(N1)=CC=1C=CC(N1)=C2 (Porphyrin). Reaction SMILES: Br[C:2]1[C:3]2[NH:7][C:6]([C:8](C3C=C(C(C)(C)C)C=C(C(C)(C)C)C=3)=[C:9]3[N:40]=[C:12]([C:13](Br)=[C:14]4[NH:38][C:17](=[C:18](C5C=C(C(C)(C)C)C=C(C(C)(C)C)C=5)[C:19]5[CH:20]=[CH:21][C:22]=1[N:23]=5)[CH:16]=[CH:15]4)[CH:11]=[CH:10]3)=[CH:5][CH:4]=2.C([C@@H]1COC(=O)N1)C1C=CC=CC=1.CC1(C)C2C(=C(P(C3C=CC=CC=3)C3C=CC=CC=3)C=CC=2)OC2C(P(C3C=CC=CC=3)C3C=CC=CC=3)=CC=CC1=2.C([O-])([O-])=O.[Cs+].[Cs+]>C1COCC1.C1C=CC(/C=C/C(/C=C/C2C=CC=CC=2)=O)=CC=1.C1C=CC(/C=C/C(/C=C/C2C=CC=CC=2)=O)=CC=1.C1C=CC(/C=C/C(/C=C/C2C=CC=CC=2)=O)=CC=1.[Pd].[Pd].C(OCC)(=O)C>[C:3]12[CH:2]=[C:22]3[N:23]=[C:19]([CH:20]=[CH:21]3)[CH:18]=[C:17]3[NH:38][C:14]([CH:15]=[CH:16]3)=[CH:13][C:12]3=[N:40][C:9]([CH:10]=[CH:11]3)=[CH:8][C:6]([NH:7]1)=[CH:5][CH:4]=2 |f:3.4.5,7.8.9.10.11|. Procedure details: The general procedure was used to couple 5,15-dibromo-10,20-di(3′,5′-di-tert-butylphenyl)porphyrin (0.043 g, 0.05 mmol) with (R)-(+)-4-benzyl-2-oxazolidinone (0.0708 g, 0.4 mmol), using Pd2(dba)3 (0.0023 g, 0.0025 mmol) and Xantphos (0.0058 g, 0.01 mmol) in the presence of Cs2CO3 (0.0652 g, 0.2 mmol). The reaction was conducted in THF (5 mL) at 80° C. for 22 h. The title compound was isolated by flash column chromatography (silica gel, ethyl acetate:hexanes (v/v)=1:3) as purple mixture of two at... Reactants: C1COCCOCCOCCOCCOCCO1 (18-crown-6), N1=CC=CC2=CC=CC=C12 (quinoline), [F-].[K+] (KF), ClC1=CC=C(C=O)C=C1 (4-chlorobenzaldehyde), FC(S(=O)(=O)OC1=CC2=C(OCO2)C=C1[Si](C)(C)C)(F)F (6-(trimethylsilyl)benzo[d][1,3]dioxol-5-yl trifluoromethanesulfonate), Pet. ether EtOAc. Solvent: C1CCOC1 (THF). Yields the product ClC1=CC=C(C=C1)C1C2=C(N3C(C=CC=4C=CC=CC34)O1)C=C1C(=C2)OCO1 (8-(4-chlorophenyl)-6aH,8H [1,3]dioxolo[4″,5″:4′,5′]benzo[1′,2′:4,5][1,3]oxazino[3,2-a]quinoline). The yield is 88.0%. Reaction SMILES: [N:1]1[C:10]2[C:5](=[CH:6][CH:7]=[CH:8][CH:9]=2)[CH:4]=[CH:3][CH:2]=1.[Cl:11][C:12]1[CH:19]=[CH:18][C:15]([CH:16]=[O:17])=[CH:14][CH:13]=1.FC(F)(F)S(O[C:26]1[C:34]([Si](C)(C)C)=[CH:33][C:29]2[O:30][CH2:31][O:32][C:28]=2[CH:27]=1)(=O)=O.[F-].[K+].C1OCCOCCOCCOCCOCCOC1>C1COCC1>[Cl:11][C:12]1[CH:19]=[CH:18][C:15]([CH:16]2[O:17][CH:2]3[CH:3]=[CH:4][C:5]4[CH:6]=[CH:7][CH:8]=[CH:9][C:10]=4[N:1]3[C:26]3[CH:27]=[C:28]4[O:32][CH2:31][O:30][C:29]4=[CH:33][C:34]2=3)=[CH:14][CH:13]=1 |f:3.4|. Reported procedure: Following the general procedure, treatment of quinoline (0.064 g, 59 μL, 0.50 mmol) and 4-chlorobenzaldehyde (0.105 g, 0.75 mmol) with 6-(trimethylsilyl)benzo[d][1,3]dioxol-5-yl trifluoromethanesulfonate (0.205 g, 0.60 mmol) in the presence of KF (0.070 g, 1.2 mmol) and 18-crown-6 (0.317 g, 1.2 mmol) in THF (2.0 mL) at −10° C. to room temperature for 12 hrs followed by flash column chromatography (Pet. ether/EtOAc=70/30) of the crude reaction mixture afforded 8-(4-chlorophenyl)-6aH,8H [1,3]dioxo...